This data is from the Open Reaction Database (ORD), a public repository of structured organic reaction records. The task is: describe an organic reaction: reactants, conditions, products, and yield The reactants are C1(CC1)N1C=C(C(C2=CC(=C(C(=C12)F)F)F)=O)C(=O)O (1-cyclopropyl-6,7,8-trifluoro-1,4-dihydro-4-oxo-3-quinolinecarboxylic acid), 0, 1,8-diazobicyclo[5.4.0]undec-7-ene, C(C)N1CC(CC1)N (N-ethyl-3-aminopyrrolidine), C(C)#N (acetonitrile). Run at time 8 hour. Yields the product C1(CC1)N1C=C(C(C2=CC(=C(C(=C12)F)N1CC(CC1)NCC)F)=O)C(=O)O (1-Cyclopropyl-7-[3-(ethylamino)-1-pyrrolidin yl]-6,8-difluoro-1,4-dihydro-4-oxo-3-quinolinecarboxylic acid). Reaction SMILES: [CH:1]1([N:4]2[C:13]3[C:8](=[CH:9][C:10]([F:16])=[C:11](F)[C:12]=3[F:14])[C:7](=[O:17])[C:6]([C:18]([OH:20])=[O:19])=[CH:5]2)[CH2:3][CH2:2]1.C([N:23]1[CH2:27][CH2:26][CH:25]([NH2:28])[CH2:24]1)C.[C:29](#N)[CH3:30]>>[CH:1]1([N:4]2[C:13]3[C:8](=[CH:9][C:10]([F:16])=[C:11]([N:23]4[CH2:27][CH2:26][CH:25]([NH:28][CH2:29][CH3:30])[CH2:24]4)[C:12]=3[F:14])[C:7](=[O:17])[C:6]([C:18]([OH:20])=[O:19])=[CH:5]2)[CH2:2][CH2:3]1. Procedure: To 0.80 g (2.8 mmol) of the 1-cyclopropyl-6,7,8-trifluoro-1,4-dihydro-4-oxo-3-quinolinecarboxylic acid in 10 ml of acetonitrile and 0 43 g (2.8 mmol) of 1,8-diazobicyclo[5.4.0]undec-7-ene was added 0.35 g (3.1 mmol) of the N-ethyl-3-aminopyrrolidine. The mixture was refluxed for one hour and stirred overnight. The solids were filtered and washed with ether:acetonitrile (6:1), to give 0.81 g of the title compound, mp 236°-238° C. The reactants are C(CC#C)N1C(C=2C(C1=O)=CC=CC2)=O (N-(3-butynyl)phthalimide), O1CCCC1 (tetrahydrofuran), BrC=1N=CSC1 (4-bromothiazole). The reagents and catalysts are Cl[Pd]([P](C1=CC=CC=C1)(C2=CC=CC=C2)C3=CC=CC=C3)([P](C4=CC=CC=C4)(C5=CC=CC=C5)C6=CC=CC=C6)Cl (dichlorobis(triphenylphosphine)palladium), [Cu](I)I (copper iodide). Solvent: C(C)N(CC)CC (triethylamine). The product is S1C(=NC=C1)C#CCCN1C(C2=CC=CC=C2C1=O)=O (2-(4-Thiazolyl-3-butynyl)isoindole-1,3-dione). Yield: 67.5%. Reaction SMILES: [CH2:1]([N:5]1[C:9](=[O:10])[C:8]2=[CH:11][CH:12]=[CH:13][CH:14]=[C:7]2[C:6]1=[O:15])[CH2:2][C:3]#[CH:4].O1CCCC1.Br[C:22]1[N:23]=[CH:24][S:25][CH:26]=1>Cl[Pd](Cl)([P](C1C=CC=CC=1)(C1C=CC=CC=1)C1C=CC=CC=1)[P](C1C=CC=CC=1)(C1C=CC=CC=1)C1C=CC=CC=1.[Cu](I)I.C(N(CC)CC)C>[S:25]1[CH:26]=[CH:22][N:23]=[C:24]1[C:4]#[C:3][CH2:2][CH2:1][N:5]1[C:9](=[O:10])[C:8]2[C:7](=[CH:14][CH:13]=[CH:12][CH:11]=2)[C:6]1=[O:15] |^1:29,48|. Procedure details: To 1184 mg of dichlorobis(triphenylphosphine)palladium, 322 mg of copper iodide, and 6.64 g of N-(3-butynyl)phthalimide were added 78 ml of tetrahydrofuran, 5.49 g of 4-bromothiazole, and 20.3 ml of triethylamine in a nitrogen atmosphere, and the mixture was stirred under reflux for 5 hours. After the stirring, the reaction mixture was cooled to room temperature and the solids were filtered. After concentrating the filtrate, the residue was purified by column chromatography (Wakogel C-200; tolue... Isolated yield 27.5%. Product: NC=1SC=C(N1)/C(/C(=O)NC1[C@@H]2N(C(=C(CS2)C[N+]2=CC3=C(C=C2)SC(=N3)NC)C(=O)[O-])C1=O)=N/OC (7-[(Z)-2-(2-Aminothiazol-4-yl)-2-methoxyiminoacetamido]-3-[(2-methylamino-5-thiazolo[4,5-c]pyridinio)methyl]-3-cephem-4-carboxylate). RXN SMILES: I[CH2:2][C:3]1[CH2:4][S:5][C@@H:6]2[CH:26]([NH:27][C:28](=[O:58])/[C:29](=[N:55]\[O:56][CH3:57])/[C:30]3[N:31]=[C:32]([NH:35]C(C4C=CC=CC=4)(C4C=CC=CC=4)C4C=CC=CC=4)[S:33][CH:34]=3)[C:25](=[O:59])[N:7]2[C:8]=1[C:9]([O:11]C(C1C=CC=CC=1)C1C=CC=CC=1)=[O:10].[CH3:60][NH:61][C:62]1[S:63][C:64]2[CH:69]=[CH:68][N:67]=[CH:66][C:65]=2[N:70]=1.Cl>C1COCC1.C(O)=O.O>[NH2:35][C:32]1[S:33][CH:34]=[C:30](/[C:29](=[N:55]/[O:56][CH3:57])/[C:28]([NH:27][CH:26]2[C:25](=[O:59])[N:7]3[C:8]([C:9]([O-:11])=[O:10])=[C:3]([CH2:2][N+:67]4[CH:68]=[CH:69][C:64]5[S:63][C:62]([NH:61][CH3:60])=[N:70][C:65]=5[CH:66]=4)[CH2:4][S:5][C@H:6]23)=[O:58])[N:31]=1. Solvent: O (H2O), C(=O)O (formic acid), C1CCOC1 (THF), C1CCOC1 (THF). The reactants are cephalosporin, Cl (HCl), AgClO4, ICC=1CS[C@H]2N(C1C(=O)OC(C1=CC=CC=C1)C1=CC=CC=C1)C(C2NC(\C(\C=2N=C(SC2)NC(C2=CC=CC=C2)(C2=CC=CC=C2)C2=CC=CC=C2)=N/OC)=O)=O (benzhydryl 3-iodomethyl-7-[(Z)-2-methoxyimino-2-(2-tritylaminothiazol-4-yl)acetamido]-3-cephem-4-carboxylate), CNC=1SC2=C(C=NC=C2)N1 (2-methylaminothiazolo[4,5-c]pyridine). Procedure: A solution of AgClO4 (207 mg, 1.0 mmole) in THF (1 ml) was added in approximately four equal portions, during one hour, to a stirred solution at 25° C. of benzhydryl 3-iodomethyl-7-[(Z)-2-methoxyimino-2-(2-tritylaminothiazol-4-yl)acetamido]-3-cephem-4-carboxylate [VIIa] (913 mg, 1.0 mmole) and 2-methylaminothiazolo[4,5-c]pyridine (165 mg, 1.0 mmole) in THF (8 ml). Stirring was continued for an additional hour. The mixture was filtered through diatomaceous earth and the filtrate concentrated. A s... Reactants: [C@@H]1(CC[C@@H](CO)O1)N1C(=O)N=C(N)C=C1 (2',3'-dideoxycytidine), COC(N(C(C)C)C(C)C)OC (diisopropylformamide dimethylacetal). Run in CN(C)C=O (DMF). Reaction conditions: time 8 hour. Product: C(C)(C)N(C(C)C)C=C1[C@@H](O[C@@H](C1)CO)N1C(=O)N=C(N)C=C1 (diisopropylaminomethylene 2',3'-dideoxycytidine). Yield: 79.3%. RXN SMILES: [C@@H:1]1([N:8]2[CH:15]=[CH:14][C:12]([NH2:13])=[N:11][C:9]2=[O:10])[O:7][C@H:4]([CH2:5][OH:6])[CH2:3][CH2:2]1.CO[CH:18](OC)[N:19]([CH:23]([CH3:25])[CH3:24])[CH:20]([CH3:22])[CH3:21]>CN(C=O)C>[CH:20]([N:19]([CH:18]=[C:2]1[CH2:3][C@@H:4]([CH2:5][OH:6])[O:7][C@H:1]1[N:8]1[CH:15]=[CH:14][C:12]([NH2:13])=[N:11][C:9]1=[O:10])[CH:23]([CH3:25])[CH3:24])([CH3:22])[CH3:21]. Reported procedure: In a typical reaction--previously dried 2',3'-dideoxycytidine (153 mg, 0.724 mmoles) prepared by the literature procedures described above is treated with diisopropylformamide dimethylacetal (1.27 g, 7.24 mmoles) in anhydrous DMF (2 mL) under an argon atmosphere. The contents are stirred overnight and then the solvent and excess reagent are removed by rotary evaporation. The syrupy residue remaining is crystallized from ethanol-ether to give pale lemon-colored crystals (185 mg, 79%) of diisoprop... The reactants are C1CC(C1)N2CCN(CC2)C(=O)C3CC4(C3)CCNCC4, C1=CC=C(C=C1)Br. The reagents and catalysts are C(=O)([O-])[O-].[Cs+].[Cs+], C1=CC=C(C=C1)P(C2=CC=CC=C2)C3=C(C4=CC=CC=C4C=C3)C5=C(C=CC6=CC=CC=C65)P(C7=CC=CC=C7)C8=CC=CC=C8, CC(=O)O.CC(=O)O.[Pd]. Run in CC1=CC=CC=C1. Run at temperature 110 celsius. The product is C1CC(C1)N2CCN(CC2)C(=O)C3CC4(C3)CCN(CC4)C5=CC=CC=C5. Isolated yield 46.8%. Procedure: cesium carbonate (123 mg, 0.38 mmol) was added to a solution of (4-cyclobutylpiperazin-1-yl)(7-azaspiro[3.5]nonan-2-yl)methanone (100 mg, 0.34 mmol), PdOAc2 (7.70 mg, 0.03 mmol), BINAP (42.7 mg, 0.07 mmol) and bromobenzene (56.6 mg, 0.36 mmol) in toluene (5 mL). The reaction mixture was heated to 110°C for 18hrs. The room temperature cooled down mixture was filtered over celite. The solvent was concentrated. The product was purified by preparative HPLC using a low pH shallow gradient method (Mob... Reactants: CO, CCOC(C)=O, [Mg], COc1cccc(C2=C(c3cn4c5c(cccc35)CCC4)C(=O)NC2=O)c1. The product is COc1cccc(C2C(=O)NC(=O)C2c2cn3c4c(cccc24)CCC3)c1. As a reaction SMILES: [CH3:29][OH:30].[CH3:31][CH2:32][O:33][C:34](=[O:35])[CH3:36].[Mg:28].[c:1]1([C:13]2=[C:17]([c:18]3[cH:19][c:20]([O:24][CH3:25])[cH:21][cH:22][cH:23]3)[C:16](=[O:26])[NH:15][C:14]2=[O:27])[cH:2][n:3]2[c:12]3[c:7]([cH:8][cH:9][cH:10][c:11]13)[CH2:6][CH2:5][CH2:4]2>>[c:1]1([CH:13]2[C:14](=[O:27])[NH:15][C:16](=[O:26])[CH:17]2[c:18]2[cH:19][c:20]([O:24][CH3:25])[cH:21][cH:22][cH:23]2)[cH:2][n:3]2[c:12]3[c:7]([cH:8][cH:9][cH:10][c:11]13)[CH2:6][CH2:5][CH2:4]2. The solvent is CN(C(C)=O)C (N,N-dimethylacetamide). Procedure details: A solution of tert-butyl N-[(3S)-1-[6-(6-chloropyrazolo[4,3-c]pyridin-1-yl)-2-pyridyl]-2-oxo-3-piperidyl]carbamate (125 mg, 0.282 mmol) and palladium(0)tetrakis(triphenylphosphine) (32 mg, 0.028 mmol) in N,N-dimethylacetamide 5.0 mL was added trimethyl-(6-methylpyrazin-2-yl)stannane (145 mg, 0.565 mmol). The reaction mixture heated at 145° C. for 40 min in CEM microwave. The reaction mixture was filtered through celite and concentrated. The crude product was diluted with EtOAc then washed with w... Reaction conditions: temperature 145 celsius. The product is CC1=CN=CC(=N1)C1=CC2=C(C=N1)C=NN2C2=CC=CC(=N2)N2C([C@H](CCC2)NC(OC(C)(C)C)=O)=O (tert-butyl N-[(3S)-1-[6-[6-(6-methylpyrazin-2-yl)pyrazolo[4,3-c]pyridin-1-yl]-2-pyridyl]-2-oxo-3-piperidyl]carbamate). Reaction SMILES: Cl[C:2]1[N:7]=[CH:6][C:5]2[CH:8]=[N:9][N:10]([C:11]3[N:16]=[C:15]([N:17]4[CH2:22][CH2:21][CH2:20][C@H:19]([NH:23][C:24](=[O:30])[O:25][C:26]([CH3:29])([CH3:28])[CH3:27])[C:18]4=[O:31])[CH:14]=[CH:13][CH:12]=3)[C:4]=2[CH:3]=1.C[Sn](C)(C)[C:34]1[CH:39]=[N:38][CH:37]=[C:36]([CH3:40])[N:35]=1>CN(C)C(=O)C>[CH3:40][C:36]1[N:35]=[C:34]([C:2]2[N:7]=[CH:6][C:5]3[CH:8]=[N:9][N:10]([C:11]4[N:16]=[C:15]([N:17]5[CH2:22][CH2:21][CH2:20][C@H:19]([NH:23][C:24](=[O:30])[O:25][C:26]([CH3:29])([CH3:27])[CH3:28])[C:18]5=[O:31])[CH:14]=[CH:13][CH:12]=4)[C:4]=3[CH:3]=2)[CH:39]=[N:38][CH:37]=1. The reactants are ClC1=CC2=C(C=N1)C=NN2C2=CC=CC(=N2)N2C([C@H](CCC2)NC(OC(C)(C)C)=O)=O (tert-butyl N-[(3S)-1-[6-(6-chloropyrazolo[4,3-c]pyridin-1-yl)-2-pyridyl]-2-oxo-3-piperidyl]carbamate), palladium(0)tetrakis(triphenylphosphine), C[Sn](C1=NC(=CN=C1)C)(C)C (trimethyl-(6-methylpyrazin-2-yl)stannane). Reactants: COC=1C=C2C(=CNC2=CC1)C=1C(=O)N(C(C1C1=CNC2=CC=C(C=C12)OC)=O)C (2,3-bis(5-methoxy-1H-indol-3-yl)-N-methylmaleimide). Reagents/catalysts: [C].[Pd] (palladium-carbon). Solvent: CN(C)C=O (DMF). Reaction conditions: time 1 day. Yields the product COC=1C=C2C(=CNC2=CC1)C1C(N(C(C1C1=CNC2=CC=C(C=C12)OC)=O)C)=O (3,4-bis(5-methoxy-1H-indol-3-yl)-1-methyl-2,5-dioxopyrrolidine). The yield is 19.8%. RXN SMILES: [CH3:1][O:2][C:3]1[CH:4]=[C:5]2[C:9](=[CH:10][CH:11]=1)[NH:8][CH:7]=[C:6]2[C:12]1[C:13]([N:15]([CH3:30])[C:16](=[O:29])[C:17]=1[C:18]1[C:26]2[C:21](=[CH:22][CH:23]=[C:24]([O:27][CH3:28])[CH:25]=2)[NH:20][CH:19]=1)=[O:14]>CN(C=O)C.[C].[Pd]>[CH3:1][O:2][C:3]1[CH:4]=[C:5]2[C:9](=[CH:10][CH:11]=1)[NH:8][CH:7]=[C:6]2[CH:12]1[CH:17]([C:18]2[C:26]3[C:21](=[CH:22][CH:23]=[C:24]([O:27][CH3:28])[CH:25]=3)[NH:20][CH:19]=2)[C:16](=[O:29])[N:15]([CH3:30])[C:13]1=[O:14] |f:2.3|. Procedure: To a solution of 2,3-bis(5-methoxy-1H-indol-3-yl)-N-methylmaleimide (100 mg, 0.25 mmol) in DMF (5 mL) was added a small amount of 10% palladium-carbon, and the whole was stirred at room temperature for 1 day under hydrogen atmosphere. The palladium-carbon was removed by filtration, and the filtrate was concentrated under reduced pressure. The residue was purified by column chromatography over silica gel (ethyl acetate:n-hexane=2:1) to obtain 3,4-bis(5-methoxy-1H-indol-3-yl)-1-methyl-2,5-dioxopyr...